This data is from the Open Reaction Database (ORD), a public repository of structured organic reaction records. The task is: describe an organic reaction: reactants, conditions, products, and yield Starting materials: CO, COC(=O)c1ccc(C)o1, [K+], [OH-], O. The product is Cc1ccc(C(=O)O)o1. Reaction SMILES: [CH3:13][OH:14].[CH3:1][c:2]1[cH:3][cH:4][c:5]([C:7](=[O:8])[O:9][CH3:10])[o:6]1.[K+:12].[OH-:11].[OH2:15]>>[CH3:1][c:2]1[cH:3][cH:4][c:5]([C:7](=[O:8])[OH:9])[o:6]1. Reactants: N1=CC=CC=C1 (pyridine), C(C)(=O)OC(C)=O (acetic anhydride), FC(C1=NC(=C(C(=C1C(=O)OCC)O)C)C(F)(F)F)(F)F (Ethyl 2,6-bis(trifluoromethyl)-4-hydroxy-5-methyl-3-pyridinecarboxylate). Solvent: CCOCC (ether). Run at time 3 hour. Product: FC(C1=NC(=C(C(=C1C(=O)OCC)OC(C)=O)C)C(F)(F)F)(F)F (Ethyl 2,6-bis(trifluoromethyl)-4-acetoxy-5-methyl-3-pyridinecarboxylate). The yield is 93.6%. Reaction SMILES: N1C=CC=CC=1.[C:7](OC(=O)C)(=[O:9])[CH3:8].[F:14][C:15]([F:34])([F:33])[C:16]1[C:21]([C:22]([O:24][CH2:25][CH3:26])=[O:23])=[C:20]([OH:27])[C:19]([CH3:28])=[C:18]([C:29]([F:32])([F:31])[F:30])[N:17]=1>CCOCC>[F:34][C:15]([F:33])([F:14])[C:16]1[C:21]([C:22]([O:24][CH2:25][CH3:26])=[O:23])=[C:20]([O:27][C:7](=[O:9])[CH3:8])[C:19]([CH3:28])=[C:18]([C:29]([F:32])([F:31])[F:30])[N:17]=1. Procedure: A mixture of 1.26 g (0.016 mol) of pyridine, 1.61 g (0.016 mol) of acetic anhydride and 5.0 g (0.016 mol) of product of Example 35 in 50 ml of ether was stirred for 3 hours and filtered. The filtrate was concentrated in vacuo to give 5.38 g (95%) of product as a solid; mp 49°-51° C.